This data is from the Open Reaction Database (ORD), a public repository of structured organic reaction records. The task is: describe an organic reaction: reactants, conditions, products, and yield The reactants are C(C1=CC=CC=C1)(=O)OC1=CC(=C(C=C1)O)[N+](=O)[O-] (4-hydroxy-3-nitrophenyl benzoate), BrCC(=O)OC (methyl bromoacetate), C([O-])([O-])=O.[K+].[K+] (potassium carbonate). Solvent: CC(=O)C (acetone). Product: C(C1=CC=CC=C1)(=O)OC1=CC(=C(C=C1)CC(=O)OC)[N+](=O)[O-] (4-Methoxycarbonylmethyl-3-nitrophenyl benzoate). The yield is 63436.2%. RXN SMILES: [C:1]([O:9][C:10]1[CH:15]=[CH:14][C:13](O)=[C:12]([N+:17]([O-:19])=[O:18])[CH:11]=1)(=[O:8])[C:2]1[CH:7]=[CH:6][CH:5]=[CH:4][CH:3]=1.Br[CH2:21][C:22]([O:24][CH3:25])=[O:23].C(=O)([O-])[O-].[K+].[K+]>CC(C)=O>[C:1]([O:9][C:10]1[CH:15]=[CH:14][C:13]([CH2:21][C:22]([O:24][CH3:25])=[O:23])=[C:12]([N+:17]([O-:19])=[O:18])[CH:11]=1)(=[O:8])[C:2]1[CH:7]=[CH:6][CH:5]=[CH:4][CH:3]=1 |f:2.3.4|. Reported procedure: A mixture of 4-hydroxy-3-nitrophenyl benzoate (48.8 g, 0.19 mol), methyl bromoacetate (28.8 g, 0.19 mmol), anhydrous potassium carbonate (33.8 g, 0.24 mol) and acetone (700 mL) was heated at reflux for 24 h. The mixture was evaporated in vacuo and the residue partitioned between aqueous NaOH (1 M, 1 L) and dichloromethane (3×200 mL). The combined organic extracts were washed with aqueous NaOH (1 M, 500 mL), water (500 mL) and brine (250 mL), then dried (Na2SO4) and evaporated in vacuo to give a ... The reactants are BrC1=C(C=2C3=C(N(C2C(=C1)F)C)CC1CCC3N1)C(=O)OC(C)(C)C (tert-butyl 2-bromo-4-fluoro-5-methyl-5,6,7,8,9,10-hexahydro-7,10-epiminocyclohepta[b]indole-carboxylate), C1(=CC=CC=C1)S(=O)(=O)C1=CC=CC=C1 (phenylsulfone). Product: C1(=CC=CC=C1)S(=O)(=O)C1=C(C=2C3=C(N(C2C(=C1)F)C)CC1CCC3N1)C(=O)OC(C)(C)C (tert-butyl 2-phenylsulfonyl-4-fluoro-5-methyl-5,6,7,8,9,10-hexahydro-7,10-epiminocyclohepta[b]indole-carboxylate). Isolated yield 26.0%. As a reaction SMILES: Br[C:2]1[CH:10]=[C:9]([F:11])[C:8]2[N:7]([CH3:12])[C:6]3[CH2:13][CH:14]4[NH:18][CH:17]([C:5]=3[C:4]=2[C:3]=1[C:19]([O:21][C:22]([CH3:25])([CH3:24])[CH3:23])=[O:20])[CH2:16][CH2:15]4.[C:26]1([S:32](C2C=CC=CC=2)(=[O:34])=[O:33])[CH:31]=[CH:30][CH:29]=[CH:28][CH:27]=1>>[C:26]1([S:32]([C:2]2[CH:10]=[C:9]([F:11])[C:8]3[N:7]([CH3:12])[C:6]4[CH2:13][CH:14]5[NH:18][CH:17]([C:5]=4[C:4]=3[C:3]=2[C:19]([O:21][C:22]([CH3:25])([CH3:24])[CH3:23])=[O:20])[CH2:16][CH2:15]5)(=[O:34])=[O:33])[CH:31]=[CH:30][CH:29]=[CH:28][CH:27]=1. Reported procedure: The product of step C was converted to the phenylsulfone derivative following the procedure of Example 71, step D. The crude product was purified by flash column chromatography (SiO2, 75:25 hexane/ethyl acetate) to give tert-butyl 2-phenylsulfonyl-4-fluoro-5-methyl-5,6,7,8,9,10-hexahydro-7,10-epiminocyclohepta[b]indole-carboxylate (61 mg, 26%) as an off-white solid: 1H NMR (CDCl3, 300 MHz): δ 7.91-7.99 (m, 3H), 7.43-7.55 (m, 3H), 7.28-7.36 (m, 1H), 5.13-5.31 (m, 1H), 4.58-4.70 (m, 1H), 3.78 (s, ... The reactants are COc1ccc(COc2ccc(C(=O)OCCl)cc2)cc1, CC(C)=O, [I-], [Na+]. Product: COc1ccc(COc2ccc(C(=O)OCI)cc2)cc1. As a reaction SMILES: [CH3:1][O:2][c:3]1[cH:4][cH:5][c:6]([CH2:7][O:8][c:9]2[cH:10][cH:11][c:12]([C:13](=[O:14])[O:15][CH2:16][Cl:17])[cH:18][cH:19]2)[cH:20][cH:21]1.[CH3:24][C:25](=[O:26])[CH3:27].[I-:23].[Na+:22]>>[CH3:1][O:2][c:3]1[cH:4][cH:5][c:6]([CH2:7][O:8][c:9]2[cH:10][cH:11][c:12]([C:13](=[O:14])[O:15][CH2:16][I:23])[cH:18][cH:19]2)[cH:20][cH:21]1. The reactants are BrC1=CC=C(C=C1)C1C(OC2=C1C=C(C(=C2C)C)NC(CC(C)(C)C)=O)(C)C (N-(3-(4-Bromophenyl)-2,2,6,7-tetramethyl-2,3-dihydro-1-benzofuran-5-yl)-3,3-dimethylbutanamide), C(CCC)[Li] (n-butyllithium), O (Water), CN(C)C=O (DMF). Solvent: C1CCOC1 (THF). Run at time 30 minute. The product is C(=O)C1=CC=C(C=C1)C1C(OC2=C1C=C(C(=C2C)C)NC(CC(C)(C)C)=O)(C)C (N-(3-(4-Formylphenyl)-2,2,6,7-tetramethyl-2,3-dihydro-1-benzofuran-5-yl)-3,3-dimethylbutanamide). The yield is 45.9%. As a reaction SMILES: Br[C:2]1[CH:7]=[CH:6][C:5]([CH:8]2[C:12]3[CH:13]=[C:14]([NH:19][C:20](=[O:26])[CH2:21][C:22]([CH3:25])([CH3:24])[CH3:23])[C:15]([CH3:18])=[C:16]([CH3:17])[C:11]=3[O:10][C:9]2([CH3:28])[CH3:27])=[CH:4][CH:3]=1.C([Li])CCC.CN([CH:37]=[O:38])C.O>C1COCC1>[CH:37]([C:2]1[CH:7]=[CH:6][C:5]([CH:8]2[C:12]3[CH:13]=[C:14]([NH:19][C:20](=[O:26])[CH2:21][C:22]([CH3:23])([CH3:24])[CH3:25])[C:15]([CH3:18])=[C:16]([CH3:17])[C:11]=3[O:10][C:9]2([CH3:28])[CH3:27])=[CH:4][CH:3]=1)=[O:38]. Procedure: To a solution of N-(3-(4-bromophenyl)-2,2,6,7-tetramethyl-2,3-dihydro-1-benzofuran-5-yl)-3,3-dimethylbutanamide (500 mg, 1.13 mmol) obtained in Example 284 in THF (10 mL) was added dropwise at −78° C. under an argon atmosphere n-butyllithium (1.59 M hexane solution, 1.56 mL, 2.48 mmol), and the mixture was stirred for 30 minutes. DMF (90 mg, 1.24 mmol) was added to the reaction solution at the same temperature, and the mixture was stirred for 30 minutes, warmed to room temperature, and stirred f... Reactants: O=C([O-])[O-], CCCCN1C(=O)C2C(=O)NC(=O)C(C1=O)C2(C)C, Cc1ccc(C)c(CCl)c1, [K+], [K+], CN(C)C=O. The product is CCCCN1C(=O)C2C(=O)N(Cc3cc(C)ccc3C)C(=O)C(C1=O)C2(C)C. Reaction SMILES: [C:20](=[O:21])([O-:22])[O-:23].[CH2:1]([CH2:2][CH2:3][CH3:4])[N:5]1[C:6](=[O:19])[CH:7]2[C:8](=[O:18])[NH:9][C:10](=[O:17])[CH:11]([C:12]1=[O:13])[C:14]2([CH3:15])[CH3:16].[CH3:26][c:27]1[c:28]([CH2:29][Cl:30])[cH:31][c:32]([CH3:35])[cH:33][cH:34]1.[K+:24].[K+:25].[O:36]=[CH:37][N:38]([CH3:39])[CH3:40]>>[CH2:1]([CH2:2][CH2:3][CH3:4])[N:5]1[C:6](=[O:19])[CH:7]2[C:8](=[O:18])[N:9]([CH2:29][c:28]3[c:27]([CH3:26])[cH:34][cH:33][c:32]([CH3:35])[cH:31]3)[C:10](=[O:17])[CH:11]([C:12]1=[O:13])[C:14]2([CH3:15])[CH3:16]. Starting materials: C(C=1C(O)=CC=C(O)C1)(=O)O (gentisic acid), COC1=C(C=CC(=N1)C1=NN=C2N1CCC[C@]2(OC2=CC(=C(C(=C2)F)F)F)C(C)(C)O)N2C=NC(=C2)C (2-{(8R)-3-[6-methoxy-5-(4-methyl-1H-imidazol-1-yl)pyridin-2-yl]-8-(3,4,5-trifluorophenoxy)-5,6,7,8-tetrahydro[1,2,4]triazolo[4,3-a]pyridin-8-yl}propan-2-ol), CCCCCCC (heptane). The solvent is C(C)O (ethanol), C(C)O (ethanol). Run at time 3 hour. The product is C(C=1C(O)=CC=C(O)C1)(=O)OC(C)(C)[C@@]1(C=2N(CCC1)C(=NN2)C2=NC(=C(C=C2)N2C=NC(=C2)C)OC)OC2=CC(=C(C(=C2)F)F)F (2-{(8R)-3-[6-methoxy-5-(4-methyl-1H-imidazol-1-yl)pyridin-2-yl]-8-(3,4,5-trifluorophenoxy)-5,6,7,8-tetrahydro[1,2,4]triazolo[4,3-a]pyridin-8-yl}propan-2-ol monogentisate). Isolated yield 69.6%. As a reaction SMILES: [CH3:1][O:2][C:3]1[N:8]=[C:7]([C:9]2[N:13]3[CH2:14][CH2:15][CH2:16][C@@:17]([C:28]([OH:31])([CH3:30])[CH3:29])([O:18][C:19]4[CH:24]=[C:23]([F:25])[C:22]([F:26])=[C:21]([F:27])[CH:20]=4)[C:12]3=[N:11][N:10]=2)[CH:6]=[CH:5][C:4]=1[N:32]1[CH:36]=[C:35]([CH3:37])[N:34]=[CH:33]1.[C:38](O)(=[O:47])[C:39]1[C:40](=[CH:42][CH:43]=[C:44]([CH:46]=1)[OH:45])[OH:41].CCCCCCC>C(O)C>[C:38]([O:31][C:28]([C@@:17]1([O:18][C:19]2[CH:24]=[C:23]([F:25])[C:22]([F:26])=[C:21]([F:27])[CH:20]=2)[CH2:16][CH2:15][CH2:14][N:13]2[C:9]([C:7]3[CH:6]=[CH:5][C:4]([N:32]4[CH:36]=[C:35]([CH3:37])[N:34]=[CH:33]4)=[C:3]([O:2][CH3:1])[N:8]=3)=[N:10][N:11]=[C:12]12)([CH3:30])[CH3:29])(=[O:47])[C:39]1[C:40](=[CH:42][CH:43]=[C:44]([CH:46]=1)[OH:45])[OH:41]. Procedure details: To a mixture of 2-{(8R)-3-[6-methoxy-5-(4-methyl-1H-imidazol-1-yl)pyridin-2-yl]-8-(3,4,5-trifluorophenoxy)-5,6,7,8-tetrahydro[1,2,4]triazolo[4,3-a]pyridin-8-yl}propan-2-ol (0.50 g) in ethanol (1.5 ml) was added a mixture of gentisic acid (150 mg) in ethanol (1 mL) at room temperature. To the reaction mixture was added IPE/heptane at room temperature, and the mixture was stirred for 3 hr. The crystals were collected by filtration and dried to give the title compound (0.44 g). Starting materials: C(C)OC(=O)C=1C(=C(NC1CCCOS(=O)(=O)C)C(=O)OC(C)(C)C)C (5-(3-methanesulfonyloxy-propyl)-3-methyl-1H-pyrrole-2,4-dicarboxylic acid 2-tert-butyl ester 4-ethyl ester), NC[C@H](CN1CCOCC1)O ((R)-1-Amino-3-morpholin-4-yl-propan-2-ol). The solvent is ClCCl (dichloromethane), [Cl-].[Na+].O (brine). Conditions: temperature 45 celsius. The product is C(C)OC(=O)C=1C(=C(NC1CCCNC[C@@H](CN1CCOCC1)O)C(=O)OC(C)(C)C)C ((S)-5-[3-(2-hydroxy-3-morpholin-4-yl-propylamino)-propyl]-3-methyl-1H-pyrrole-2,4-dicarboxylic acid 2-tert-butyl ester 4-ethyl ester). Yield: 45.6%. As a reaction SMILES: [CH2:1]([O:3][C:4]([C:6]1[C:7]([CH3:26])=[C:8]([C:19]([O:21][C:22]([CH3:25])([CH3:24])[CH3:23])=[O:20])[NH:9][C:10]=1[CH2:11][CH2:12][CH2:13]OS(C)(=O)=O)=[O:5])[CH3:2].[NH2:27][CH2:28][C@@H:29]([OH:37])[CH2:30][N:31]1[CH2:36][CH2:35][O:34][CH2:33][CH2:32]1>ClCCl.[Cl-].[Na+].O>[CH2:1]([O:3][C:4]([C:6]1[C:7]([CH3:26])=[C:8]([C:19]([O:21][C:22]([CH3:25])([CH3:24])[CH3:23])=[O:20])[NH:9][C:10]=1[CH2:11][CH2:12][CH2:13][NH:27][CH2:28][C@H:29]([OH:37])[CH2:30][N:31]1[CH2:32][CH2:33][O:34][CH2:35][CH2:36]1)=[O:5])[CH3:2] |f:3.4.5|. Procedure details: 5-(3-methanesulfonyloxy-propyl)-3-methyl-1H-pyrrole-2,4-dicarboxylic acid 2-tert-butyl ester 4-ethyl ester 1 g (1.13 g, 2.9 mmol) was dissolved in 5.6 ml of dichloromethane under stirring, and added with (R)-1-amino-3-morpholin-4-yl-propan-2-ol 78c (0.93 g, 5.8 mmol) to the solution at room temperature. Upon the completion of the addition, the reaction mixture was heated to 45° C. for 14 hours in an oil bath. After thin lay chromatography showed the disappearance of starting materials, the react...